Dataset: the Open Reaction Database (ORD), a public repository of structured organic reaction records. Task: describe an organic reaction: reactants, conditions, products, and yield The reactants are CCN1C(=O)CC(C)(C)c2cc(C)c(-c3ccc(Br)cc3OC(F)(F)F)cc21, C=CC(=O)OC(C)(C)C, CN(C1CCCCC1)C1CCCCC1, C1COCCO1, O. The product is CCN1C(=O)CC(C)(C)c2cc(C)c(-c3ccc(C=CC(=O)OC(C)(C)C)cc3OC(F)(F)F)cc21. Reaction SMILES: [Br:10][c:11]1[cH:12][c:13]([O:33][C:34]([F:35])([F:36])[F:37])[c:14](-[c:17]2[c:18]([CH3:32])[cH:19][c:20]3[c:25]([cH:26]2)[N:24]([CH2:27][CH3:28])[C:23](=[O:29])[CH2:22][C:21]3([CH3:30])[CH3:31])[cH:15][cH:16]1.[C:1]([CH:2]=[CH2:3])(=[O:4])[O:5][C:6]([CH3:7])([CH3:8])[CH3:9].[CH:38]1([N:39]([CH:40]2[CH2:41][CH2:42][CH2:43][CH2:44][CH2:45]2)[CH3:46])[CH2:47][CH2:48][CH2:49][CH2:50][CH2:51]1.[O:53]1[CH2:54][CH2:55][O:56][CH2:57][CH2:58]1.[OH2:52]>>[C:1]([CH:2]=[CH:3][c:11]1[cH:12][c:13]([O:33][C:34]([F:35])([F:36])[F:37])[c:14](-[c:17]2[c:18]([CH3:32])[cH:19][c:20]3[c:25]([cH:26]2)[N:24]([CH2:27][CH3:28])[C:23](=[O:29])[CH2:22][C:21]3([CH3:30])[CH3:31])[cH:15][cH:16]1)(=[O:4])[O:5][C:6]([CH3:7])([CH3:8])[CH3:9]. Reactants: C(C=C)NC(NN)=S (4-allyl-thiosemicarbazide), ClC1=C(C(CCl)=O)C=CC(=C1)Cl (2,4-dichlorophenacyl chloride). Product: ClC1=C(C=CC(=C1)Cl)C1=NN=C(SC1)NCC=C (5-(2,4-dichlorophenyl)-N-2-propenyl-6H-1,3,4-thiadiazin-2-amine). The yield is 88.8%. As a reaction SMILES: [CH2:1]([NH:4][C:5](=[S:8])[NH:6][NH2:7])[CH:2]=[CH2:3].[Cl:9][C:10]1[CH:19]=[C:18]([Cl:20])[CH:17]=[CH:16][C:11]=1[C:12](=O)[CH2:13]Cl>>[Cl:9][C:10]1[CH:19]=[C:18]([Cl:20])[CH:17]=[CH:16][C:11]=1[C:12]1[CH2:13][S:8][C:5]([NH:4][CH2:1][CH:2]=[CH2:3])=[N:6][N:7]=1. Procedure details: 3.93 g (0.03 mole) of 4-allyl-thiosemicarbazide and 7.00 g (0.03 mole) of 2,4-dichlorophenacyl chloride are reacted in accordance with the conditions of Example 1. Recrystallization from methanol/methyl acetate produces 8 g of 5-(2,4-dichlorophenyl)-N-2-propenyl-6H-1,3,4-thiadiazin-2-amine. m.p. 188°-189° C. Reactants: C1CCOC1, CI, CC(C)(C)OC(=O)NC(CCO)c1ccc(Cl)cc1, [H-], [Na+]. Product: COCCC(NC(=O)OC(C)(C)C)c1ccc(Cl)cc1. Reaction SMILES: [CH2:24]1[O:25][CH2:26][CH2:27][CH2:28]1.[CH3:22][I:23].[Cl:3][c:4]1[cH:5][cH:6][c:7]([CH:10]([CH2:11][CH2:12][OH:13])[NH:14][C:15]([O:16][C:17]([CH3:18])([CH3:19])[CH3:20])=[O:21])[cH:8][cH:9]1.[H-:1].[Na+:2]>>[Cl:3][c:4]1[cH:5][cH:6][c:7]([CH:10]([CH2:11][CH2:12][O:13][CH3:22])[NH:14][C:15]([O:16][C:17]([CH3:18])([CH3:19])[CH3:20])=[O:21])[cH:8][cH:9]1. Starting materials: CCN(C(C)C)C(C)C (DIEA), N1(N=NC2=C1C=CC=C2)C(=O)C2CC(OC(C2)(C)C)(C)C (benzotriazol-1-yl-(2,2,6,6-tetramethyl-tetrahydro-pyran-4-yl)-methanone), CCOCC.[Mg+2].[Br-].[Br-] (magnesium bromide diethyl etherate), C(C)(=O)SC1=CC=CC=C1 (S-phenyl thioacetate). Solvent: C(Cl)Cl (DCM), C(Cl)Cl (DCM). Conditions: time 8 hour. Yields the product C1(=CC=CC=C1)SC(CC(C1CC(OC(C1)(C)C)(C)C)=O)=O (3-Oxo-3-(2,2,6,6-tetramethyl-tetrahydro-pyran-4-yl)-thiopropionic acid S-phenyl ester). The yield is 70.0%. As a reaction SMILES: N1([C:10]([CH:12]2[CH2:17][C:16]([CH3:19])([CH3:18])[O:15][C:14]([CH3:21])([CH3:20])[CH2:13]2)=[O:11])C2C=CC=CC=2N=N1.CCOCC.[Mg+2].[Br-].[Br-].[C:30]([S:33][C:34]1[CH:39]=[CH:38][CH:37]=[CH:36][CH:35]=1)(=[O:32])[CH3:31].CCN(C(C)C)C(C)C>C(Cl)Cl>[C:34]1([S:33][C:30](=[O:32])[CH2:31][C:10](=[O:11])[CH:12]2[CH2:13][C:14]([CH3:20])([CH3:21])[O:15][C:16]([CH3:18])([CH3:19])[CH2:17]2)[CH:39]=[CH:38][CH:37]=[CH:36][CH:35]=1 |f:1.2.3.4|. Procedure details: To a mixture of benzotriazol-1-yl-(2,2,6,6-tetramethyl-tetrahydro-pyran-4-yl)-methanone (1.70 g, 5.62 mmol), magnesium bromide diethyl etherate (4.14 g, 16.06 mmol), and S-phenyl thioacetate (0.76 mL, 5.35 mmol) in 21 mL of DCM at RT was added dropwise DIEA (3.95 mL, 21.41 mmol). The mixture was stirred overnight and then diluted with 50 mL of DCM and washed with 1N HCl (100 mL) and brine (100 mL). The organic layer was dried over Na2SO4, concentrated, and the residue purified by flash chromatog... Reactants: 3-[13-(2-Cyanophenylsulfonyloxy)-5-methylphenoxy]propoxy guanidine hydrochloride, C(#N)C1=C(C=CC=C1)S(=O)(=O)OC=1C=C(OCCCON)C=C(C1)C (3-[3-(2-cyanophenylsulfonyloxy)-5-methylphenoxy] propoxyamine), Cl.N1N=C(C=C1)C(=N)N (1H-pyrazole-carboxamidine hydrochloride). Run in CN(C=O)C (N,N-dimethylformamide). Reaction conditions: time 2 day. Product: Cl.C(#N)C1=C(C=CC=C1)S(=O)(=O)OC=1C=C(OCCCO)C=C(C1)C (3-[3-(2-Cyanophenylsulfonyloxy)-5-methylphenoxy]propanol Hydrochloride). Yield: 88.6%. RXN SMILES: [C:1]([C:3]1[CH:8]=[CH:7][CH:6]=[CH:5][C:4]=1[S:9]([O:12][C:13]1[CH:14]=[C:15]([CH:22]=[C:23]([CH3:25])[CH:24]=1)[O:16][CH2:17][CH2:18][CH2:19][O:20]N)(=[O:11])=[O:10])#[N:2].[ClH:26].N1C=CC(C(N)=N)=N1>CN(C)C=O>[ClH:26].[C:1]([C:3]1[CH:8]=[CH:7][CH:6]=[CH:5][C:4]=1[S:9]([O:12][C:13]1[CH:14]=[C:15]([CH:22]=[C:23]([CH3:25])[CH:24]=1)[O:16][CH2:17][CH2:18][CH2:19][OH:20])(=[O:11])=[O:10])#[N:2] |f:1.2,4.5|. Procedure details: 3-[13-(2-Cyanophenylsulfonyloxy)-5-methylphenoxy]propoxy guanidine hydrochloride: To a solution of 3-[3-(2-cyanophenylsulfonyloxy)-5-methylphenoxy] propoxyamine (362 mg, 1.0 mmol), as prepared in the preceding step, in N,N-dimethylformamide (10 mL) was added 1H-pyrazole-carboxamidine hydrochloride (590 mg, 4.0 mmol). The reaction mixture was stirred at ambient temperature for two days. N,N-Dimethylformamide was removed under high vacuum. Acetonitrile (10 mL) was added, the solid was removed by f...